This data is from the Open Reaction Database (ORD), a public repository of structured organic reaction records. The task is: describe an organic reaction: reactants, conditions, products, and yield Reactants: NC1=NC2=CC=CC=C2N=C1 (2-amino-quinoxaline), BrCC(C(=O)OCC)=O (ethyl bromopyruvate). Solvent: C(OC)COC (dimethoxyethane). Product: [Br-].NC1=[N+](C2=CC=CC=C2N=C1)CC(=O)C(=O)OCC (2-amino-carbethoxycarbonylmethyl-quinoxalinium bromide). Yield: 74.9%. As a reaction SMILES: [NH2:1][C:2]1[CH:11]=[N:10][C:9]2[C:4](=[CH:5][CH:6]=[CH:7][CH:8]=2)[N:3]=1.[Br:12][CH2:13][C:14](=[O:20])[C:15]([O:17][CH2:18][CH3:19])=[O:16]>C(COC)OC>[Br-:12].[NH2:1][C:2]1[CH:11]=[N:10][C:9]2[C:4](=[CH:5][CH:6]=[CH:7][CH:8]=2)[N+:3]=1[CH2:13][C:14]([C:15]([O:17][CH2:18][CH3:19])=[O:16])=[O:20] |f:3.4|. Procedure details: A solution of 0.9 g of 2-amino-quinoxaline, 1.25 g of ethyl bromopyruvate and 25 ml of dimethoxyethane was stirred overnight at room temperature and was filtered to obtain 1.58 g of 2-amino-carbethoxycarbonylmethyl-quinoxalinium bromide in the form of a pale yellow crystalline solid. Starting materials: NC1=CC=CC=C1 (aniline), ClC1=CC=C(CN(C(=O)Cl)C(C)CC)C=C1 (N-[4-chlorobenzyl]-N-sec.-butyl-carbamoyl chloride). Solvent: C1(=CC=CC=C1)C (toluene), C1(=CC=CC=C1)C (toluene). Product: ClC1=CC=C(CN(C(=O)NC2=CC=CC=C2)C(C)CC)C=C1 (N-(4-chlorobenzyl)-N-sec.-butyl-N'-phenylurea). Isolated yield 83.0%. Reaction SMILES: [NH2:1][C:2]1[CH:7]=[CH:6][CH:5]=[CH:4][CH:3]=1.[Cl:8][C:9]1[CH:23]=[CH:22][C:12]([CH2:13][N:14]([CH:18]([CH2:20][CH3:21])[CH3:19])[C:15](Cl)=[O:16])=[CH:11][CH:10]=1>C1(C)C=CC=CC=1>[Cl:8][C:9]1[CH:10]=[CH:11][C:12]([CH2:13][N:14]([CH:18]([CH2:20][CH3:21])[CH3:19])[C:15]([NH:1][C:2]2[CH:7]=[CH:6][CH:5]=[CH:4][CH:3]=2)=[O:16])=[CH:22][CH:23]=1. Reported procedure: 19 g (0.2 mole) of aniline were dissolved in 300 ml of toluene. To the resulting solution, a solution of 26 g (0.1 mole) of N-[4-chlorobenzyl]-N-sec.-butyl-carbamoyl chloride in 70 ml of toluene was added dropwise, under cooling and stirring. After the dropwise addition, the temperature of the solution was gradually raised, and the the solution was stirred at a temperature of 70°-80° C for about 5 hours. The solution was cooled to precipitate aniline hydrochloride, which was then separated by fi... Reactants: CC(=O)O, O=N[O-], Nc1nc2c(sc(=O)n2C2OC(CO)C(O)C2O)c(=O)[nH]1, [Na+], O. Product: O=c1[nH]c(=O)c2sc(=O)n(C3OC(CO)C(O)C3O)c2[nH]1. As a reaction SMILES: [CH3:26][C:27](=[O:28])[OH:29].[N:22](=[O:23])[O-:24].[NH2:1][c:2]1[nH:3][c:4](=[O:21])[c:5]2[c:6]([n:7]1)[n:8]([CH:12]1[CH:13]([OH:14])[CH:15]([OH:16])[CH:17]([CH2:19][OH:20])[O:18]1)[c:9](=[O:11])[s:10]2.[Na+:25].[OH2:30]>>[c:2]1(=[O:23])[nH:3][c:4](=[O:21])[c:5]2[c:6]([nH:7]1)[n:8]([CH:12]1[CH:13]([OH:14])[CH:15]([OH:16])[CH:17]([CH2:19][OH:20])[O:18]1)[c:9](=[O:11])[s:10]2. Starting materials: ClC(C)Cl (dichloroethane), ClC=1C(=C(C=C2C(C(=CN(C12)C1=C(C=C(C(=C1)[N+](=O)[O-])F)F)C(=O)OCC)=O)F)F (ethyl 8-chloro-6,7-difluoro-1-(2,4-difluoro-5-nitrophenyl)-1,4-dihydro-4-oxoquinoline-3-carboxylate), C(C)(=O)OC(C)=O (acetic anhydride). Reagents/catalysts: [Pd] (palladium on carbon). The solvent is C(=O)O (formic acid). Run at time 3 hour. Product: ClC=1C(=C(C=C2C(C(=CN(C12)C1=C(C=C(C(=C1)NC=O)F)F)C(=O)OCC)=O)F)F (Ethyl 8-chloro-6,7-difluoro-1-(2,4-difluoro-5-formylaminophenyl)-1,4-dihydro-4-oxoquinoline-3-carboxylate). RXN SMILES: ClC(Cl)C.[Cl:5][C:6]1[C:7]([F:34])=[C:8]([F:33])[CH:9]=[C:10]2[C:15]=1[N:14]([C:16]1[CH:21]=[C:20]([N+:22]([O-])=O)[C:19]([F:25])=[CH:18][C:17]=1[F:26])[CH:13]=[C:12]([C:27]([O:29][CH2:30][CH3:31])=[O:28])[C:11]2=[O:32].[C:35](OC(=O)C)(=[O:37])C>[Pd].C(O)=O>[Cl:5][C:6]1[C:7]([F:34])=[C:8]([F:33])[CH:9]=[C:10]2[C:15]=1[N:14]([C:16]1[CH:21]=[C:20]([NH:22][CH:35]=[O:37])[C:19]([F:25])=[CH:18][C:17]=1[F:26])[CH:13]=[C:12]([C:27]([O:29][CH2:30][CH3:31])=[O:28])[C:11]2=[O:32]. Procedure: To 20 ml of dichloroethane and 10 ml of formic acid were added 2 g of ethyl 8-chloro-6,7-difluoro-1-(2,4-difluoro-5-nitrophenyl)-1,4-dihydro-4-oxoquinoline-3-carboxylate and 200 mg of 10% palladium on carbon. Under a hydrogen atmosphere, the solution was stirred at room temperature for 3 hours and after addition of acetic anhydride, further stirred overnight. The catalyst was removed by a membrane filter and the filtrate was concentrated in vacua. Diethyl ether was added to the residue whereupon... Starting materials: C(#N)[BH3-].[Na+] (Sodium cyanoborohydride), [OH-].[K+] (Potassium hydroxide), [OH-].[K+] (potassium hydroxide), CC(C)(OC(=O)N1CCC(CC1)=O)C (N-(1,1-di-methylethoxycarbonyl)-4-piperidone), Cl.CN (Methylamine hydrochloride), Cl (hydrochloric acid). Run in CO (methanol), CO (methanol). Reaction conditions: time 2 hour. Yields the product CC(C)(OC(=O)N1CCC(CC1)NC)C (1-(1,1-Dimethylethoxy)carbonyl-4-methylaminopiperidine). RXN SMILES: Cl.CN.[OH-].[K+].[CH3:6][C:7]([CH3:19])([O:9][C:10]([N:12]1[CH2:17][CH2:16][C:15](=O)[CH2:14][CH2:13]1)=[O:11])[CH3:8].[C:20]([BH3-])#[N:21].[Na+].Cl>CO>[CH3:6][C:7]([CH3:19])([O:9][C:10]([N:12]1[CH2:17][CH2:16][CH:15]([NH:21][CH3:20])[CH2:14][CH2:13]1)=[O:11])[CH3:8] |f:0.1,2.3,5.6|. Procedure: Methylamine hydrochloride (2.36 g) is dissolved in methanol (50 ml) and potassium hydroxide pellets (0.60 g) and N-(1,1-di-methylethoxycarbonyl)-4-piperidone are added. Sodium cyanoborohydride (0.69 g) in methanol (5 ml) is added and the mixture is stirred 2 hrs. Potassium hydroxide pellets (1.96 g) are added to the mixture which is stirred 1 hr and acidified to pH 2 with 6M hydrochloric acid and concentrated. The mixture is diluted with water (50 ml) and extracted with ether (3×80 ml) which is ...